Dataset: the Open Reaction Database (ORD), a public repository of structured organic reaction records. Task: describe an organic reaction: reactants, conditions, products, and yield Starting materials: OB1OC(C2=C1C=C(C=C2C)O)CS(=O)(=O)OC (methyl (1,6-dihydroxy-4-methyl-1,3-dihydrobenzo[c][1,2]oxaborol-3-yl)methanesulfonate), ClC1=NN=C(S1)C(=O)N (5-chloro-1,3,4-thiadiazole-2-carboxamide), C([O-])([O-])=O.[Cs+].[Cs+] (cesium carbonate). The solvent is CN(C)C=O (DMF). Conditions: time 8 hour. Product: C(N)(=O)C1=NN=C(S1)OC=1C=C(C2=C(B(OC2CS(=O)(=O)O)O)C1)C ((6-(5-Carbamoyl-1,3,4-thiadiazol-2-yloxy)-1-hydroxy-4-methyl-1,3-dihydrobenzo[c][1,2]oxaborol-3-yl)methanesulfonic acid). As a reaction SMILES: [OH:1][B:2]1[C:6]2[CH:7]=[C:8]([OH:12])[CH:9]=[C:10]([CH3:11])[C:5]=2[CH:4]([CH2:13][S:14]([O:17]C)(=[O:16])=[O:15])[O:3]1.Cl[C:20]1[S:24][C:23]([C:25]([NH2:27])=[O:26])=[N:22][N:21]=1.C(=O)([O-])[O-].[Cs+].[Cs+]>CN(C=O)C>[C:25]([C:23]1[S:24][C:20]([O:12][C:8]2[CH:9]=[C:10]([CH3:11])[C:5]3[CH:4]([CH2:13][S:14]([OH:17])(=[O:15])=[O:16])[O:3][B:2]([OH:1])[C:6]=3[CH:7]=2)=[N:21][N:22]=1)(=[O:26])[NH2:27] |f:2.3.4|. Reported procedure: To a mixture of methyl (1,6-dihydroxy-4-methyl-1,3-dihydrobenzo[c][1,2]oxaborol-3-yl)methanesulfonate (0.46 g, 1.71 mmol, 1 eq.) and 5-chloro-1,3,4-thiadiazole-2-carboxamide (0.42 g, 2.56 mmol, 1.5 eq.) in 10 ml DMF was added cesium carbonate (2.22 g, 6.82 mmol, 4 eq.) portionwise. The reaction was stirred at room temperature overnight. It was then quenched by water, extracted with EtOAc. The aqueous layer was collected and prep HPLC gave the product as white flakes. 1H NMR (400 MHz, DMSO-d6) δ ...